Dataset: the Open Reaction Database (ORD), a public repository of structured organic reaction records. Task: describe an organic reaction: reactants, conditions, products, and yield The reactants are ClC1=CC=C(C=C1)SC1=C(N=C(N1C)C1=CC=CC=C1)C1=CC=C(C=C1)C(C)=O (1-(4-{5-[(4-chlorophenyl)thio]-1-methyl-2-phenyl-1H-imidazol-4-yl}phenyl)ethanone), C[Mg+].[Br-] (MeMgBr). Solvent: C1CCOC1 (THF). Conditions: temperature 0 celsius, time 1 hour. The product is ClC1=CC=C(C=C1)SC1=C(N=C(N1C)C1=CC=CC=C1)C1=CC=C(C=C1)C(C)(C)O (2-(4-{5-[(4-Chlorophenyl)thio]-1-methyl-2-phenyl-1H-imidazol-4-yl}phenyl)propan-2-ol). RXN SMILES: [Cl:1][C:2]1[CH:7]=[CH:6][C:5]([S:8][C:9]2[N:13]([CH3:14])[C:12]([C:15]3[CH:20]=[CH:19][CH:18]=[CH:17][CH:16]=3)=[N:11][C:10]=2[C:21]2[CH:26]=[CH:25][C:24]([C:27](=[O:29])[CH3:28])=[CH:23][CH:22]=2)=[CH:4][CH:3]=1.[CH3:30][Mg+].[Br-]>C1COCC1>[Cl:1][C:2]1[CH:7]=[CH:6][C:5]([S:8][C:9]2[N:13]([CH3:14])[C:12]([C:15]3[CH:20]=[CH:19][CH:18]=[CH:17][CH:16]=3)=[N:11][C:10]=2[C:21]2[CH:22]=[CH:23][C:24]([C:27]([OH:29])([CH3:30])[CH3:28])=[CH:25][CH:26]=2)=[CH:4][CH:3]=1 |f:1.2|. Procedure details: To the crude product of Step 1 in 1 mL of THF was added 0.1 mmol of MeMgBr (3M in ether) at −78° C. After stirring at 0° C. for 1 hr, the reaction was quenched with aqueous NH4Cl, and the product was extracted with EtOAc. The combined extracts were concentrated and the crude product was purified by reverse phase HPLC to afford the title compound. 1H NMR (500 MHz, (CDCl3): 8.04 (d, 2H), 7.68 (m, 2H), 7.54 (d, 2H), 7.53 (m, 3H), 7.26 (d, 2H), 7.06 (d, 2H), 3.67 (s, 3H), 1.61 (s, 6H). LCMS: m/z 435... As a reaction SMILES: [NH2:1][c:2]1[c:3]2[c:4]([n:5][cH:6][n:7]1)[n:8]([CH:27]1[CH2:28][CH:29]([CH2:31][OH:32])[CH2:30]1)[c:9]([CH2:25][CH3:26])[c:10]2-[c:11]1[cH:12][c:13]([O:17][CH2:18][c:19]2[cH:20][cH:21][cH:22][cH:23][cH:24]2)[cH:14][cH:15][cH:16]1.[OH:44][CH:45]1[CH2:46][CH2:47][NH:48][CH2:49][CH2:50]1.[c:33]1([CH3:34])[cH:35][cH:36][c:37]([S:38]([Cl:39])(=[O:40])=[O:41])[cH:42][cH:43]1>>[NH2:1][c:2]1[c:3]2[c:4]([n:5][cH:6][n:7]1)[n:8]([CH:27]1[CH2:28][CH:29]([CH2:31][N:48]3[CH2:47][CH2:46][CH:45]([OH:44])[CH2:50][CH2:49]3)[CH2:30]1)[c:9]([CH2:25][CH3:26])[c:10]2-[c:11]1[cH:12][c:13]([O:17][CH2:18][c:19]2[cH:20][cH:21][cH:22][cH:23][cH:24]2)[cH:14][cH:15][cH:16]1. Product: CCc1c(-c2cccc(OCc3ccccc3)c2)c2c(N)ncnc2n1C1CC(CN2CCC(O)CC2)C1. Reactants: CCc1c(-c2cccc(OCc3ccccc3)c2)c2c(N)ncnc2n1C1CC(CO)C1, OC1CCNCC1, Cc1ccc(S(=O)(=O)Cl)cc1. Starting materials: Cc1cccc(-c2ccccc2Cl)n1, C1COCCO1, O=[Se]=O. Yields the product O=Cc1cccc(-c2ccccc2Cl)n1. As a reaction SMILES: [Cl:1][c:2]1[c:3](-[c:8]2[cH:9][cH:10][cH:11][c:12]([CH3:14])[n:13]2)[cH:4][cH:5][cH:6][cH:7]1.[O:18]1[CH2:19][CH2:20][O:21][CH2:22][CH2:23]1.[Se:15](=[O:16])=[O:17]>>[Cl:1][c:2]1[c:3](-[c:8]2[cH:9][cH:10][cH:11][c:12]([CH:14]=[O:16])[n:13]2)[cH:4][cH:5][cH:6][cH:7]1. Reactants: N[C@H]1[C@@H](C(OC2=C1C=C(C=C2)C(F)(F)F)(C)C)O ((trans)-4-amino-3,4-dihydro-3-hydroxy-2,2-dimethyl-6-trifluoromethyl-2H-1-benzopyran), C1(=CC=CC=C1)N=C=O (phenylisocyanate). Run in C(C)O (ethanol). Product: O[C@@H]1C(OC2=C([C@H]1NC(=O)NC1=CC=CC=C1)C=C(C=C2)C(F)(F)F)(C)C ((trans)-N-[3,4-Dihydro-3-hydroxy-2,2-dimethyl-6-(trifluoromethyl)-2H-1-benzopyran-4-yl]-N'-phenylurea). Yield: 69.2%. Reaction SMILES: [NH2:1][C@@H:2]1[C:7]2[CH:8]=[C:9]([C:12]([F:15])([F:14])[F:13])[CH:10]=[CH:11][C:6]=2[O:5][C:4]([CH3:17])([CH3:16])[C@H:3]1[OH:18].[C:19]1([N:25]=[C:26]=[O:27])[CH:24]=[CH:23][CH:22]=[CH:21][CH:20]=1>C(O)C>[OH:18][C@H:3]1[C@H:2]([NH:1][C:26]([NH:25][C:19]2[CH:24]=[CH:23][CH:22]=[CH:21][CH:20]=2)=[O:27])[C:7]2[CH:8]=[C:9]([C:12]([F:15])([F:13])[F:14])[CH:10]=[CH:11][C:6]=2[O:5][C:4]1([CH3:16])[CH3:17]. Procedure: A suspension of (trans)-4-amino-3,4-dihydro-3-hydroxy-2,2-dimethyl-6-trifluoromethyl-2H-1-benzopyran (0.5 g, 1.9 mmol) (prepared according to D. R. Buckle et al., J. Med. Chem., 1990, 33, p. 3028) in ethanol (5 ml) under argon was treated with phenylisocyanate (0.23 g, 1.9 mmol) and the reaction was heated at reflux temperature for 4 hours. The product precipitated out of the reaction. The reaction was then concentrated in vacuo and the residue was triturated with isopropyl ether and hexanes to ... Reaction SMILES: [CH3:1][S:2]([C:5]1[CH:10]=[CH:9][C:8]([C:11]2[S:15][C:14]([N+:16]([O-])=O)=[C:13]([C:19]([NH2:21])=[O:20])[CH:12]=2)=[CH:7][CH:6]=1)(=[O:4])=[O:3]>CO.[Pt]>[NH2:16][C:14]1[S:15][C:11]([C:8]2[CH:7]=[CH:6][C:5]([S:2]([CH3:1])(=[O:4])=[O:3])=[CH:10][CH:9]=2)=[CH:12][C:13]=1[C:19]([NH2:21])=[O:20]. The solvent is CO (MeOH). Procedure: Nitro reduction, Method A: 5-[4-(Methylsulfonyl)phenyl]-2-nitrothiophene-3-carboxamide (0.96 g, 2.94 mmol) and Pt/C, doped with V (0.191 g, 0.029 mmol) were stirred in MeOH (60 mL) at room temperature under a balloon of H2 for 90 minutes. The catalyst was removed by filtering through Celite, which was subsequently washed with DMF. The solvent was removed in vacuo and the residue triturated in EtOH to give the title compound as a dark brown solid. The reagents and catalysts are [Pt] (Pt/C). The product is NC=1SC(=CC1C(=O)N)C1=CC=C(C=C1)S(=O)(=O)C (2-Amino-5-[4-(methylsulfonyl)phenyl]thiophene-3-carboxamide). Starting materials: Nitro, CS(=O)(=O)C1=CC=C(C=C1)C1=CC(=C(S1)[N+](=O)[O-])C(=O)N (5-[4-(Methylsulfonyl)phenyl]-2-nitrothiophene-3-carboxamide). Starting materials: O=CC1=CC(O)=C(OC)C=C1 (Isovanillin), C(CCC)I (butyl iodide), C([O-])([O-])=O.[K+].[K+] (potassium carbonate). Run in CN(C=O)C (dimethylformamide), C(C)(=O)OCC (ethyl acetate). Yields the product C(CCC)OC=1C=C(C=O)C=CC1OC (3-butoxy-4-methoxybenzaldehyde). Reaction SMILES: [O:1]=[CH:2][C:3]1[CH:11]=[CH:10][C:7]([O:8][CH3:9])=[C:5]([OH:6])[CH:4]=1.[CH2:12](I)[CH2:13][CH2:14][CH3:15].C(=O)([O-])[O-].[K+].[K+]>CN(C)C=O.C(OCC)(=O)C>[CH2:12]([O:6][C:5]1[CH:4]=[C:3]([CH:11]=[CH:10][C:7]=1[O:8][CH3:9])[CH:2]=[O:1])[CH2:13][CH2:14][CH3:15] |f:2.3.4|. Procedure: Isovanillin (6.00 g, 39.4 mM), butyl iodide (5.7 ml, 49.3 mM), and anhydrous potassium carbonate (6.8 g, 49.3 mM) were dissolved in dried dimethylformamide (50 ml) and stirred at room temperature for one night, then the solution was diluted with ethyl acetate (300 ml) and washed with water. The organic layer was dried over anhydrous magnesium sulfate and the solvent was removed in vacuo to obtain a residue as a light yellow oil. The residue was purified by flash chromatography (SiO2: eluted by 2...